From a dataset of the Open Reaction Database (ORD), a public repository of structured organic reaction records. describe an organic reaction: reactants, conditions, products, and yield Starting materials: CCCn1c2ccccc2c2cccc(-c3ccccc3)c21, CN(C)C=O, O, O=P(Cl)(Cl)Cl. The product is CCCn1c2ccccc2c2cc(C=O)cc(-c3ccccc3)c21. RXN SMILES: [CH2:1]([CH2:2][CH3:3])[n:4]1[c:5]2[cH:6][cH:7][cH:8][cH:9][c:10]2[c:11]2[cH:12][cH:13][cH:14][c:15](-[c:17]3[cH:18][cH:19][cH:20][cH:21][cH:22]3)[c:16]12.[O:23]=[CH:24][N:25]([CH3:26])[CH3:27].[OH2:33].[P:28]([Cl:29])([Cl:30])([Cl:31])=[O:32]>>[CH2:1]([CH2:2][CH3:3])[n:4]1[c:5]2[cH:6][cH:7][cH:8][cH:9][c:10]2[c:11]2[cH:12][c:13]([CH:24]=[O:23])[cH:14][c:15](-[c:17]3[cH:18][cH:19][cH:20][cH:21][cH:22]3)[c:16]12. The reagents and catalysts are C1=CC=C(C=C1)P([C-]2C=CC=C2)C3=CC=CC=C3.C1=CC=C(C=C1)P([C-]2C=CC=C2)C3=CC=CC=C3.Cl[Pd]Cl.[Fe+2] (dichloro[1,1′-bis(diphenylphosphino)ferrocene]palladium). As a reaction SMILES: Cl[C:2]1[C:7]([C:8]2[CH:13]=[CH:12][C:11]([F:14])=[CH:10][CH:9]=2)=[CH:6][N:5]2[N:15]=[C:16](C3CC3)[N:17]=[C:4]2[N:3]=1.[CH:21]([C:23]1[CH:28]=[CH:27][C:26](B(O)O)=[CH:25][CH:24]=1)=[O:22].[C:32](=O)([O-])[O-].[Na+].[Na+].CO[CH2:40][CH2:41]OC>O.ClCCl.C1C=CC(P(C2C=CC=CC=2)[C-]2C=CC=C2)=CC=1.C1C=CC(P(C2C=CC=CC=2)[C-]2C=CC=C2)=CC=1.Cl[Pd]Cl.[Fe+2]>[CH:41]1([C:24]2[CH:25]=[C:26]([C:2]3[C:7]([C:8]4[CH:9]=[CH:10][C:11]([F:14])=[CH:12][CH:13]=4)=[CH:6][N:5]4[N:15]=[CH:16][N:17]=[C:4]4[N:3]=3)[CH:27]=[CH:28][C:23]=2[CH:21]=[O:22])[CH2:40][CH2:32]1 |f:2.3.4,8.9.10.11|. Product: C1(CC1)C1=C(C=O)C=CC(=C1)C1=NC=2N(C=C1C1=CC=C(C=C1)F)N=CN2 (2-cyclopropyl-4-[6-(4-fluorophenyl)-[1,2,4]triazolo[1,5-a]pyrimidine-5-yl]-benzaldehyde). Starting materials: ClC1=NC=2N(C=C1C1=CC=C(C=C1)F)N=C(N2)C2CC2 (5-chloro-2-cyclopropyl-6-(4-fluorophenyl)-[1,2,4]triazolo[1,5-a]pyrimidine), COCCOC (1,2-dimethoxyethane), C(=O)C1=CC=C(C=C1)B(O)O (4-formylphenylboronic acid), C([O-])([O-])=O.[Na+].[Na+] (sodium carbonate). The yield is 31.6%. Reaction conditions: temperature 90 celsius, time 1 hour. Run in O (water), ClCCl (dichloromethane). Procedure: To a mixture of 3.57 g of the 5-chloro-2-cyclopropyl-6-(4-fluorophenyl)-[1,2,4]triazolo[1,5-a]pyrimidine (60% pure) described in step 3 and 1.22 g (8.1 mmol) 4-formylphenylboronic acid in 25 mL 1,2-dimethoxyethane are added 273 mg (0.33 mmol) dichloro[1,1′-bis(diphenylphosphino)ferrocene]palladium (II) and 14.5 mL of a sodium carbonate solution (10%). The resulting mixture was heated to 90° C. under an inert gas atmosphere for 20 h. The reaction mixture is diluted with 100 mL water and 250 mL di... The product is CN1C2=NC(=NC(=C2N=C1CC1CN(C1)[C@@H]1COCC1)N1CCOCC1)N1C(=NC2=C1C=CC=C2)C ((S)-4-(9-methyl-2-(2-methyl-1H-benzo[d]imidazol-1-yl)-8-((1-(tetrahydrofuran-3-yl)azetidin-3-yl)methyl)-9H-purin-6-yl)morpholine). Reported procedure: Following General Procedure L, 4-(8-(azetidin-3-ylmethyl)-9-methyl-2-(2-methyl-1H-benzo[d]imidazol-1-yl)-9H-purin-6-yl)morpholine and dihydrofuran-3(2 H)-one were reacted to give the racemic mixture. The enantiomers were separated by SFC to give 572. LCMS m/z: 245.2 (2M+H+) Starting materials: N1CC(C1)CC=1N(C2=NC(=NC(=C2N1)N1CCOCC1)N1C(=NC2=C1C=CC=C2)C)C (4-(8-(azetidin-3-ylmethyl)-9-methyl-2-(2-methyl-1H-benzo[d]imidazol-1-yl)-9H-purin-6-yl)morpholine), O1CC(CC1)=O (dihydrofuran-3(2 H)-one). As a reaction SMILES: [NH:1]1[CH2:4][CH:3]([CH2:5][C:6]2[N:7]([CH3:31])[C:8]3[C:13]([N:14]=2)=[C:12]([N:15]2[CH2:20][CH2:19][O:18][CH2:17][CH2:16]2)[N:11]=[C:10]([N:21]2[C:25]4[CH:26]=[CH:27][CH:28]=[CH:29][C:24]=4[N:23]=[C:22]2[CH3:30])[N:9]=3)[CH2:2]1.[O:32]1[CH2:36][CH2:35][C:34](=O)[CH2:33]1>>[CH3:31][N:7]1[C:6]([CH2:5][CH:3]2[CH2:2][N:1]([C@H:34]3[CH2:35][CH2:36][O:32][CH2:33]3)[CH2:4]2)=[N:14][C:13]2[C:8]1=[N:9][C:10]([N:21]1[C:25]3[CH:26]=[CH:27][CH:28]=[CH:29][C:24]=3[N:23]=[C:22]1[CH3:30])=[N:11][C:12]=2[N:15]1[CH2:20][CH2:19][O:18][CH2:17][CH2:16]1. Reactants: C(C)OC(CC1=CC(=C(C=C1)OC)OC1=C(C=C(C=C1)[N+](=O)[O-])C=O)=O ([3-(2-formyl-4-nitro-phenoxy)-4-methoxy-phenyl]-acetic acid ethyl ester), CO (methanol), [BH4-].[Na+] (sodium borohydride). Reaction conditions: time 15 minute. The product is C(C)OC(CC1=CC(=C(C=C1)OC)OC1=C(C=C(C=C1)[N+](=O)[O-])CO)=O ([3-(2-Hydroxymethyl-4-nitro-phenoxy)-4-methoxy-phenyl]-acetic acid ethyl ester). Reaction SMILES: [CH2:1]([O:3][C:4](=[O:26])[CH2:5][C:6]1[CH:11]=[CH:10][C:9]([O:12][CH3:13])=[C:8]([O:14][C:15]2[CH:20]=[CH:19][C:18]([N+:21]([O-:23])=[O:22])=[CH:17][C:16]=2[CH:24]=[O:25])[CH:7]=1)[CH3:2].CO.[BH4-].[Na+]>>[CH2:1]([O:3][C:4](=[O:26])[CH2:5][C:6]1[CH:11]=[CH:10][C:9]([O:12][CH3:13])=[C:8]([O:14][C:15]2[CH:20]=[CH:19][C:18]([N+:21]([O-:23])=[O:22])=[CH:17][C:16]=2[CH2:24][OH:25])[CH:7]=1)[CH3:2] |f:2.3|. Reported procedure: To [3-(2-formyl-4-nitro-phenoxy)-4-methoxy-phenyl]-acetic acid ethyl ester (1 equivalent methanol was added sodium borohydride (1.2 equivalents), and the reaction was stirred at room temperature for 15 minutes. The mixture was then concentrated and partitioned between EtOAc and H2O. The aqueous layer was separated and extracted with EtOAc, and the combined organic layers were dried over MgSO4, filtered, and concentrated to give the title compound. The reactants are C=CCCCBr, CO, NC1CC1. Yields the product C=CCCCNC1CC1. RXN SMILES: [Br:1][CH2:2][CH2:3][CH2:4][CH:5]=[CH2:6].[CH3:11][OH:12].[CH:7]1([NH2:10])[CH2:8][CH2:9]1>>[CH2:2]([CH2:3][CH2:4][CH:5]=[CH2:6])[NH:10][CH:7]1[CH2:8][CH2:9]1. Starting materials: NC1=NC=CN=C1 (2-Aminopyrazine), COC(CBr)OC (bromoacetaldehyde dimethylacetal), Br (hydrobromic acid). Run in C(C)O (ethanol). Product: N=1C=CN2C1C=NC=C2 (imidazo[1,2-α]pyrazine). Yield: 68.7%. As a reaction SMILES: [NH2:1][C:2]1[CH:7]=[N:6][CH:5]=[CH:4][N:3]=1.CO[CH:10](OC)[CH2:11]Br.Br>C(O)C>[N:1]1[CH:10]=[CH:11][N:3]2[CH:4]=[CH:5][N:6]=[CH:7][C:2]=12. Procedure: 2-Aminopyrazine (100 mg, 1.1 mmol) and bromoacetaldehyde dimethylacetal (253 mg, 1.6 mmol) were dissolved in ethanol (4.5 ml), hydrobromic acid (48%, 0.5 ml) added and the mixture was heated under reflux for 18 h. The solution was allowed to cool to room temperature then pre-adsorbed directly onto silica. Purification by silica gel chromatography eluting with dichloromethane and 1% conc. ammonia on a gradient of methanol (1-4%) gave imidazo[1,2-α]pyrazine (90 mg, 72%) as a white crystalline soli... The reactants are CS(C)=O, N#Cc1c(F)cccc1F, Nc1ccccc1. Product: N#Cc1c(F)cccc1Nc1ccccc1. RXN SMILES: [CH3:18][S:19](=[O:20])[CH3:21].[F:8][c:9]1[c:10]([C:11]#[N:12])[c:13]([F:17])[cH:14][cH:15][cH:16]1.[NH2:1][c:2]1[cH:3][cH:4][cH:5][cH:6][cH:7]1>>[NH:1]([c:2]1[cH:3][cH:4][cH:5][cH:6][cH:7]1)[c:9]1[c:10]([C:11]#[N:12])[c:13]([F:17])[cH:14][cH:15][cH:16]1. Starting materials: C(=O)([O-])[O-].[Na+].[Na+] (Na2CO3), ClC1=NC=C(C(=O)NC2=CC=C(C=C2)OC(F)(F)Cl)C=C1C1=CC=NN1 (6-chloro-N-(4-(chlorodifluoromethoxy)phenyl)-5-(1H-pyrazol-5-yl)nicotinamide), CN([C@@H]1[C@H](CNC1)O)C ((3S,4S)-4-(dimethylamino) pyrrolidin-3-ol), CCN(C(C)C)C(C)C (DIPEA). Run in CC(C)O (iPrOH). Run at temperature 110 celsius. The product is ClC(OC1=CC=C(C=C1)NC(C1=CN=C(C(=C1)C1=CC=NN1)N1C[C@@H]([C@H](C1)O)N(C)C)=O)(F)F (N-(4-(Chlorodifluoromethoxy)phenyl)-6-((3S,4S)-3-(dimethylamino)-4-hydroxypyrrolidin-1-yl)-5-(1H-pyrazol-5-yl)nicotinamide). As a reaction SMILES: Cl[C:2]1[C:21]([C:22]2[NH:26][N:25]=[CH:24][CH:23]=2)=[CH:20][C:5]([C:6]([NH:8][C:9]2[CH:14]=[CH:13][C:12]([O:15][C:16]([Cl:19])([F:18])[F:17])=[CH:11][CH:10]=2)=[O:7])=[CH:4][N:3]=1.[CH3:27][N:28]([CH3:35])[C@H:29]1[CH2:33][NH:32][CH2:31][C@@H:30]1[OH:34].CCN(C(C)C)C(C)C.C([O-])([O-])=O.[Na+].[Na+]>CC(O)C>[Cl:19][C:16]([F:18])([F:17])[O:15][C:12]1[CH:13]=[CH:14][C:9]([NH:8][C:6](=[O:7])[C:5]2[CH:20]=[C:21]([C:22]3[NH:26][N:25]=[CH:24][CH:23]=3)[C:2]([N:32]3[CH2:31][C@H:30]([OH:34])[C@@H:29]([N:28]([CH3:35])[CH3:27])[CH2:33]3)=[N:3][CH:4]=2)=[CH:10][CH:11]=1 |f:3.4.5|. Procedure: A mixture of 6-chloro-N-(4-(chlorodifluoromethoxy)phenyl)-5-(1H-pyrazol-5-yl)nicotinamide (Stage 48.1, 63 mg, 0.156 mmol), (3S,4S)-4-(dimethylamino) pyrrolidin-3-ol (50.8 mg, 0.250 mmol) and DIPEA (0.191 mL, 1.094 mmol) and iPrOH (1 mL) in a sealed vial was heated at 110° C. for 4 h The RM was treated with sat. aq. Na2CO3 (20 mL) and extracted with EtOAc. The combined extracts were washed with brine (10 mL), dried over Na2SO4 and the solvent was evaporated off under reduced pressure to give a cr... Reactants: S1C(=CC=C1)CC(=O)NC1[C@@H]2N(C(=C([C@@H](S2)C)COC(C)=O)C(=O)OC(C2=CC=CC=C2)C2=CC=CC=C2)C1=O (diphenylmethyl 7-(2-thienylacetamido)-2β-methyl-3-acetoxymethylceph-3-em-4-carboxylate). Solvent: C1(=CC=CC=C1)OC (anisole), C(=O)(C(F)(F)F)O (CF3COOH). The product is S1C(=CC=C1)CC(=O)NC1[C@@H]2N(C(=C([C@@H](S2)C)COC(C)=O)C(=O)O)C1=O (7-(2-thienylacetamido)-2β-methyl-3-acetoxymethylceph-3-em-4-carboxylic acid). As a reaction SMILES: [S:1]1[CH:5]=[CH:4][CH:3]=[C:2]1[CH2:6][C:7]([NH:9][CH:10]1[C:39](=[O:40])[N:12]2[C:13]([C:23]([O:25]C(C3C=CC=CC=3)C3C=CC=CC=3)=[O:24])=[C:14]([CH2:18][O:19][C:20](=[O:22])[CH3:21])[C@H:15]([CH3:17])[S:16][C@H:11]12)=[O:8]>C1(OC)C=CC=CC=1.C(O)(C(F)(F)F)=O>[S:1]1[CH:5]=[CH:4][CH:3]=[C:2]1[CH2:6][C:7]([NH:9][CH:10]1[C:39](=[O:40])[N:12]2[C:13]([C:23]([OH:25])=[O:24])=[C:14]([CH2:18][O:19][C:20](=[O:22])[CH3:21])[C@H:15]([CH3:17])[S:16][C@H:11]12)=[O:8]. Reported procedure: A solution of 1.4 g of diphenylmethyl 7-(2-thienylacetamido)-2β-methyl-3-acetoxymethylceph-3-em-4-carboxylate in 3 ml of anisole and 20 ml of CF3COOH was stirred at room temperature for 15 minutes. After distilling off CF3COOH under reduced pressure, the residue was dissolved in AcOEt, and then transferred into 5% aqueous NaHCO3. The water layer was adjusted to pH 2.0 with 5% H3PO4 to extract again with AcOEt. The AcOEt layer was washed with saturated aqueous NaCl solution, and dried over Na2SO4... RXN SMILES: [C:1]([C:4]1[C:9](=[O:10])[C:8]([O:11][CH3:12])=[CH:7][N:6]([C:13]2[CH:18]=[CH:17][C:16]([N:19]3[CH2:24][CH2:23][O:22][CH2:21][CH2:20]3)=[C:15]([F:25])[C:14]=2[F:26])[N:5]=1)(=O)[CH3:2].[CH3:27]OC(OC)N(C)C.[C:35]1([NH:41][NH2:42])[CH:40]=[CH:39][CH:38]=[CH:37][CH:36]=1>>[F:26][C:14]1[C:15]([F:25])=[C:16]([N:19]2[CH2:20][CH2:21][O:22][CH2:23][CH2:24]2)[CH:17]=[CH:18][C:13]=1[N:6]1[CH:7]=[C:8]([O:11][CH3:12])[C:9](=[O:10])[C:4]([C:1]2[N:41]([C:35]3[CH:40]=[CH:39][CH:38]=[CH:37][CH:36]=3)[N:42]=[CH:27][CH:2]=2)=[N:5]1. Starting materials: C(C)(=O)C1=NN(C=C(C1=O)OC)C1=C(C(=C(C=C1)N1CCOCC1)F)F (3-acetyl-1-(2,3-difluoro-4-morpholin-4-ylphenyl)-5-methoxypyridazin-4(1H)-one), COC(N(C)C)OC (N,N-dimethylformamide dimethyl acetal), C1(=CC=CC=C1)NN (phenylhydrazine). Run at temperature 120 celsius, time 2.5 hour. Procedure: A mixture of 3-acetyl-1-(2,3-difluoro-4-morpholin-4-ylphenyl)-5-methoxypyridazin-4(1H)-one (200 mg, 0.55 mmol) and N,N-dimethylformamide dimethyl acetal (2.0 mL) was stirred at 120° C. for 2.5 h. After cooling to room temperature, the reaction mixture was concentrated under reduced pressure. The residue was dissolved in AcOH (2.0 mL) and phenylhydrazine (0.11 mL, 1.1 mmol) was added. This mixture was stirred at room temperature for 1 h, and then the reaction mixture was concentrated under reduce... The yield is 55.0%. The product is FC1=C(C=CC(=C1F)N1CCOCC1)N1N=C(C(C(=C1)OC)=O)C1=CC=NN1C1=CC=CC=C1 (1-(2,3-Difluoro-4-morpholin-4-ylphenyl)-5-methoxy-3-(1-phenyl-1H-pyrazol-5-yl)pyridazin-4(1H)-one).